This data is from the Open Reaction Database (ORD), a public repository of structured organic reaction records. The task is: describe an organic reaction: reactants, conditions, products, and yield Starting materials: CCc1nc(Br)c(Br)n1COCc1ccccc1, C1CCOC1, [Li]CCCC, CCCCCC, CN(C)C=O. Product: CCc1nc(Br)c(C=O)n1COCc1ccccc1. RXN SMILES: [CH2:1]([c:2]1[cH:3][cH:4][cH:5][cH:6][cH:7]1)[O:8][CH2:9][n:10]1[c:11]([CH2:17][CH3:18])[n:12][c:13]([Br:16])[c:14]1[Br:15].[CH2:35]1[O:36][CH2:37][CH2:38][CH2:39]1.[CH3:19][CH2:20][CH2:21][CH2:22][Li:23].[CH3:24][CH2:25][CH2:26][CH2:27][CH2:28][CH3:29].[O:30]=[CH:31][N:32]([CH3:33])[CH3:34]>>[CH2:1]([c:2]1[cH:3][cH:4][cH:5][cH:6][cH:7]1)[O:8][CH2:9][n:10]1[c:11]([CH2:17][CH3:18])[n:12][c:13]([Br:16])[c:14]1[CH:31]=[O:30]. The reactants are C, CC(C)(C)OC(=O)NC(CCCN1CCCCC1)C(=O)OCc1ccccc1, CCO, [Pd]. Yields the product CC(C)(C)OC(=O)NC(CCCN1CCCCC1)C(=O)O. As a reaction SMILES: [C:32].[CH2:1]([c:2]1[cH:3][cH:4][cH:5][cH:6][cH:7]1)[O:8][C:9]([CH:10]([CH2:11][CH2:12][CH2:13][N:14]1[CH2:15][CH2:16][CH2:17][CH2:18][CH2:19]1)[NH:20][C:21](=[O:22])[O:23][C:24]([CH3:25])([CH3:26])[CH3:27])=[O:28].[CH3:29][CH2:30][OH:31].[Pd:33]>>[O:8]=[C:9]([CH:10]([CH2:11][CH2:12][CH2:13][N:14]1[CH2:15][CH2:16][CH2:17][CH2:18][CH2:19]1)[NH:20][C:21](=[O:22])[O:23][C:24]([CH3:25])([CH3:26])[CH3:27])[OH:28]. Reactants: Cc1ccccc1Nc1nc2c(C)cc(CC(=O)Nc3ccc(C4(CC(=O)OC(C)(C)C)CCCC4)cc3)cc2o1, CCCCC, ClCCl, O, O=C(O)C(F)(F)F. Product: Cc1ccccc1Nc1nc2c(C)cc(CC(=O)Nc3ccc(C4(CC(=O)O)CCCC4)cc3)cc2o1. As a reaction SMILES: [C:1]([CH3:2])([CH3:3])([CH3:4])[O:5][C:6]([CH2:7][C:8]1([c:13]2[cH:14][cH:15][c:16]([NH:19][C:20]([CH2:21][c:22]3[cH:23][c:24]4[c:25]([n:26][c:27]([NH:29][c:30]5[c:31]([CH3:36])[cH:32][cH:33][cH:34][cH:35]5)[o:28]4)[c:37]([CH3:39])[cH:38]3)=[O:40])[cH:17][cH:18]2)[CH2:9][CH2:10][CH2:11][CH2:12]1)=[O:41].[CH3:53][CH2:54][CH2:55][CH2:56][CH3:57].[Cl:49][CH2:50][Cl:51].[OH2:52].[OH:42][C:43]([C:44]([F:45])([F:46])[F:47])=[O:48]>>[O:5]=[C:6]([CH2:7][C:8]1([c:13]2[cH:14][cH:15][c:16]([NH:19][C:20]([CH2:21][c:22]3[cH:23][c:24]4[c:25]([n:26][c:27]([NH:29][c:30]5[c:31]([CH3:36])[cH:32][cH:33][cH:34][cH:35]5)[o:28]4)[c:37]([CH3:39])[cH:38]3)=[O:40])[cH:17][cH:18]2)[CH2:9][CH2:10][CH2:11][CH2:12]1)[OH:41]. Starting materials: C(C)C1OC(C2=CC=CC(=C2C1)OC1OCCCC1)C=1NCCN1 (2-(3-ethyl-5-((tetrahydro-2H-pyran-2-yl)oxy)isochroman-1-yl)-4,5-dihydro-1H-imidazole), Cl (HCl), crude product. The solvent is C(C)OCC (diethyl ether), CO (methanol). Product: Cl.N1C(=NCC1)C1OC(CC=2C(=CC=CC12)O)CC (1-(4,5-Dihydro-1H-imidazol-2-yl)-3-ethylisochroman-5-ol, hydrochloride). RXN SMILES: [CH2:1]([CH:3]1[CH2:12][C:11]2[C:6](=[CH:7][CH:8]=[CH:9][C:10]=2[O:13]C2CCCCO2)[CH:5]([C:20]2[NH:21][CH2:22][CH2:23][N:24]=2)[O:4]1)[CH3:2].[ClH:25]>CO.C(OCC)C>[ClH:25].[NH:24]1[CH2:23][CH2:22][N:21]=[C:20]1[CH:5]1[C:6]2[CH:7]=[CH:8][CH:9]=[C:10]([OH:13])[C:11]=2[CH2:12][CH:3]([CH2:1][CH3:2])[O:4]1 |f:4.5|. Procedure details: Methyl 3-ethyl-5-hydroxyisochroman-1-carboxylate (90 mg) was dissolved dichloromethane (1 mL) and 3,4-dihydro-2H-pyran (52 μL) and pyridinium p-toluenesulfonate (9.6 mg) were added. After 28 hours more 3,4-dihydro-2H-pyran (102 μL) and pyridinium p-toluenesulfonate (10 mg) were added and mixture was stirred for another 24 hours. 3,4-Dihydro-2H-pyran (200 μL) was then added and mixture was stirred overnight after which it was diluted with diethyl ether (5 ml) and washed with saturated NaHCO3-solu... Procedure details: 4,5-Dimethyl-thiazol-2-ylamine and 2-(2-bromo-ethoxy)-1,1,1,-trifluoro-ethane were mixed and heated at 65° C. for 4 hours. The residue was triturated with hexane to afford the title compound. MS (ESI+) m/z 255 (M+H)+. Reactants: CC=1N=C(SC1C)N (4,5-Dimethyl-thiazol-2-ylamine), BrCCOCC(F)(F)F (2-(2-bromo-ethoxy)-1,1,1,-trifluoro-ethane). The product is Br.CC=1N(C(SC1C)=N)CCOCC(F)(F)F (4,5-dimethyl-3-[2-(2,2,2-trifluoro-ethoxy)-ethyl]-3H-thiazol-2-ylideneamine hydrobromide). As a reaction SMILES: [CH3:1][C:2]1[N:3]=[C:4]([NH2:8])[S:5][C:6]=1[CH3:7].[Br:9][CH2:10][CH2:11][O:12][CH2:13][C:14]([F:17])([F:16])[F:15]>>[BrH:9].[CH3:1][C:2]1[N:3]([CH2:10][CH2:11][O:12][CH2:13][C:14]([F:17])([F:16])[F:15])[C:4](=[NH:8])[S:5][C:6]=1[CH3:7] |f:2.3|. Run at temperature 65 celsius. Starting materials: ClC1=C(C(=O)OCC)C=C(C=C1)N=C=O (ethyl 2-chloro-5-isocyanatobenzoate), N\C(=C/C(=O)OCC)\C (ethyl 3-aminocrotonate). Yields the product ClC1=C(C(=O)OCC)C=C(C=C1)NC(=O)NC(=CC(=O)OCC)C (ethyl 2-chloro-5-{3-[2-(ethoxycarbonyl)-1-methylvinyl]ureido}-benzoate). Reaction SMILES: [Cl:1][C:2]1[CH:12]=[CH:11][C:10]([N:13]=[C:14]=[O:15])=[CH:9][C:3]=1[C:4]([O:6][CH2:7][CH3:8])=[O:5].[NH2:16]/[C:17](/[CH3:24])=[CH:18]\[C:19]([O:21][CH2:22][CH3:23])=[O:20]>>[Cl:1][C:2]1[CH:12]=[CH:11][C:10]([NH:13][C:14]([NH:16][C:17]([CH3:24])=[CH:18][C:19]([O:21][CH2:22][CH3:23])=[O:20])=[O:15])=[CH:9][C:3]=1[C:4]([O:6][CH2:7][CH3:8])=[O:5]. Procedure: using ethyl 2-chloro-5-isocyanatobenzoate and ethyl 3-aminocrotonate there is obtained ethyl 2-chloro-5-{3-[2-(ethoxycarbonyl)-1-methylvinyl]ureido}-benzoate, using isopropyl 2-chloro-4-fluoro-5-isocyanatobenzoate and ethyl 3-aminocrotonate there is obtained isopropyl 2-chloro-4-fluoro-5-{3-[2-(ethoxycarbonyl)-1-methylvinyl]ureido}benzoate, m.p. 147°-150° C., The reactants are NC1=C2C=NNC2=CC=C1C (4-amino-5-methylindazole), S(=O)(O)O.C(CN)N (ethylenediamine sulphite). Run in C(CO)O.O (ethylene glycol water). Yields the product CC=1C(=C2C=NNC2=CC1)NCCN (5-methyl-4-(2-aminoethylamino)-indazole). Reaction SMILES: [NH2:1][C:2]1[C:10]([CH3:11])=[CH:9][CH:8]=[C:7]2[C:3]=1[CH:4]=[N:5][NH:6]2.S(O)(O)=O.[CH2:16](N)[CH2:17][NH2:18]>C(O)CO.O>[CH3:11][C:10]1[C:2]([NH:1][CH2:16][CH2:17][NH2:18])=[C:3]2[C:7](=[CH:8][CH:9]=1)[NH:6][N:5]=[CH:4]2 |f:1.2,3.4|. Reported procedure: m.p. 153°-155° C., recrystallized from water (yield 31% of theory) by reacting 4-amino-5-methylindazole with an excess of ethylenediamine sulphite in ethylene glycol-water (1:1 v/v) for 24 hours at 110° C.